Task: describe an organic reaction: reactants, conditions, products, and yield. Dataset: the Open Reaction Database (ORD), a public repository of structured organic reaction records Reactants: CCOC(C)=O, O=COc1cc(Br)ccc1OCC1CO1, [K+], C1COCCO1, [OH-], O. Product: OCC1COc2ccc(Br)cc2O1. Reaction SMILES: [CH3:19][CH2:20][O:21][C:22]([CH3:23])=[O:24].[CH:1](=[O:2])[O:3][c:4]1[c:5]([O:11][CH2:12][CH:13]2[O:14][CH2:15]2)[cH:6][cH:7][c:8]([Br:10])[cH:9]1.[K+:17].[O:25]1[CH2:26][CH2:27][O:28][CH2:29][CH2:30]1.[OH-:16].[OH2:18]>>[O:3]1[c:4]2[c:5]([cH:6][cH:7][c:8]([Br:10])[cH:9]2)[O:11][CH2:12][CH:13]1[CH2:15][OH:14]. Reaction SMILES: [H-:1].[Na+:2].[O:14]=[C:15]1[CH2:16][CH2:17][CH2:18][CH2:19][CH2:20]1.[O:21]1[CH2:22][CH2:23][CH2:24][CH2:25]1.[PH:3](=[O:4])([O-:8])[O:9][C:5]([C:6]#[N:7])([CH2:10][CH3:11])[CH2:12][CH3:13]>>[CH:5]([C:6]#[N:7])=[C:15]1[CH2:16][CH2:17][CH2:18][CH2:19][CH2:20]1. Yields the product N#CC=C1CCCCC1. The reactants are [H-], [Na+], O=C1CCCCC1, C1CCOC1, CCC(C#N)(CC)O[PH](=O)[O-].